From a dataset of the Open Reaction Database (ORD), a public repository of structured organic reaction records. describe an organic reaction: reactants, conditions, products, and yield The reactants are CC1(OB(OC1(C)C)C=1CCN(CC1)C(=O)OC(C)(C)C)C (tert-butyl 4-(4,4,5,5-tetramethyl-1,3,2-dioxaborolan-2-yl)-3,6-dihydropyridine-1(2H)-carboxylate), BrC1=C(C=C(C=C1)[N+](=O)[O-])OC (4-bromo-3-methoxy-1-nitrobenzene), CN(C)C=O (DMF), C([O-])([O-])=O.[K+].[K+] (potassium carbonate). Reagents/catalysts: C1=CC=C(C=C1)P([C-]2C=CC=C2)C3=CC=CC=C3.C1=CC=C(C=C1)P([C-]2C=CC=C2)C3=CC=CC=C3.Cl[Pd]Cl.[Fe+2] ([1,1′-bis(diphenylphosphino)ferrocene]dichloropalladium(II)). Solvent: ClCCl (dichloromethane). Run at temperature 80 celsius, time 4 hour. Yields the product COC1=C(C=CC(=C1)[N+](=O)[O-])C=1CCN(CC1)C(=O)OC(C)(C)C (tert-butyl 4-(2-methoxy-4-nitrophenyl)-3,6-dihydropyridine-1(2H)-carboxylate). The yield is 64.7%. RXN SMILES: CC1(C)C(C)(C)OB([C:9]2[CH2:10][CH2:11][N:12]([C:15]([O:17][C:18]([CH3:21])([CH3:20])[CH3:19])=[O:16])[CH2:13][CH:14]=2)O1.Br[C:24]1[CH:29]=[CH:28][C:27]([N+:30]([O-:32])=[O:31])=[CH:26][C:25]=1[O:33][CH3:34].CN(C=O)C.C(=O)([O-])[O-].[K+].[K+]>C1C=CC(P(C2C=CC=CC=2)[C-]2C=CC=C2)=CC=1.C1C=CC(P(C2C=CC=CC=2)[C-]2C=CC=C2)=CC=1.Cl[Pd]Cl.[Fe+2].ClCCl>[CH3:34][O:33][C:25]1[CH:26]=[C:27]([N+:30]([O-:32])=[O:31])[CH:28]=[CH:29][C:24]=1[C:9]1[CH2:10][CH2:11][N:12]([C:15]([O:17][C:18]([CH3:19])([CH3:20])[CH3:21])=[O:16])[CH2:13][CH:14]=1 |f:3.4.5,6.7.8.9|. Procedure details: To a mixture of tert-butyl 4-(4,4,5,5-tetramethyl-1,3,2-dioxaborolan-2-yl)-3,6-dihydropyridine-1(2H)-carboxylate (3.16 g), 4-bromo-3-methoxy-1-nitrobenzene (2.63 g) and DMF (31.6 mL), [1,1′-bis(diphenylphosphino)ferrocene]dichloropalladium(II), dichloromethane adduct (0.50 g) and potassium carbonate (4.24 g) were added and stirred at 80° C. for 4 hours. After this mixture was concentrated under reduced pressure, water and ethyl acetate were added, and insoluble materials were filtered through ce... Starting materials: aldehyde, C1CCOC1 (THF), C[C@]12[C@H](C(=O)N[C@]1(C(=O)O2)[C@H]([C@H]3CCCC=C3)O)CCCl (salinosporamide A), EtOAc Hexanes, C(CCC)[Sn](C1C=CCCC1)(CCCC)CCCC (tri-n-butyl-2-cyclohexenyltin), [Li]CCCC (n-BuLi), C1CCOC1 (THF). The reagents and catalysts are [Cl-].[Cl-].[Zn+2] (ZnCl2), [Zn] (zinc). Run at temperature -78 celsius, time 30 minute. The product is ClCCC1C(N(C2(C(OC12C)=O)C(O)C1C=CCCC1)CC1=CC=C(C=C1)OC)=O (4-(2-Chloro-ethyl)-1-(cyclohex-2-enyl-hydroxy-methyl)-2-(4-methoxy-benzyl)-5-methyl-6-oxa-2-aza-bicyclo[3.2.0]heptane-3,7-dione). Reaction SMILES: C([Sn](CCCC)(CCCC)C1CCCC=C1)CCC.[Li][CH2:21][CH2:22][CH2:23][CH3:24].[CH3:25][C@@:26]12[O:34][C:32](=[O:33])[C@:31]1([C@@H:35]([OH:42])[C@@H:36]1[CH:41]=[CH:40][CH2:39][CH2:38][CH2:37]1)[NH:30][C:28](=[O:29])[C@@H:27]2[CH2:43][CH2:44][Cl:45].[CH2:46]1[CH2:50][O:49][CH2:48][CH2:47]1>[Cl-].[Cl-].[Zn+2].[Zn]>[Cl:45][CH2:44][CH2:43][CH:27]1[C:26]2([CH3:25])[C:31]([CH:35]([CH:36]3[CH2:37][CH2:38][CH2:39][CH:40]=[CH:41]3)[OH:42])([C:32](=[O:33])[O:34]2)[N:30]([CH2:24][C:23]2[CH:46]=[CH:47][C:48]([O:49][CH3:50])=[CH:21][CH:22]=2)[C:28]1=[O:29] |f:4.5.6|. Reported procedure: A solution of tri-n-butyl-2-cyclohexenyltin (140 mg, 0.377 mmol) in THF (0.7 mL) was treated with n-BuLi (2.5 M in hexanes, 133 μL, 0.333 mmol) at −78° C. After 30 min, ZnCl2 (0.5 M in THF, 0.77 mL, 0.39 mmol) was added and following an additional 30 min, a solution of the crude aldehyde in THF (1.3 mL) was slowly added to the freshly prepared zinc reagent 46. The resulting mixture was stirred at −78° C. for 2.5 h, quenched with water and diluted with EtOAc (50 mL). The organic layer was washed ...